This data is from the Open Reaction Database (ORD), a public repository of structured organic reaction records. The task is: describe an organic reaction: reactants, conditions, products, and yield The reactants are FC1=CC=C(C(=O)Cl)C=C1 (4-fluorobenzoyl chloride), [Cl-].[Mg+2].[Cl-] (magnesium chloride), O=C(CC(=O)OCC)CC1=CC=CC=C1 (ethyl 3-oxo-4-phenylbutanoate), Cl (hydrochloric acid). Run in O1CCCC1 (tetrahydrofuran), C(C)(=O)OCC (ethyl acetate), O1CCCC1 (tetrahydrofuran), O1CCCC1 (tetrahydrofuran), N1=CC=CC=C1 (pyridine). Run at temperature 0 celsius, time 30 minute. Product: FC1=CC=C(C(=O)C(C(=O)OCC)C(CC2=CC=CC=C2)=O)C=C1 (ethyl 2-(4-fluorobenzoyl)-3-oxo-4-phenylbutanoate). Isolated yield 67.5%. Reaction SMILES: [Cl-].[Mg+2].[Cl-].[O:4]=[C:5]([CH2:12][C:13]1[CH:18]=[CH:17][CH:16]=[CH:15][CH:14]=1)[CH2:6][C:7]([O:9][CH2:10][CH3:11])=[O:8].[F:19][C:20]1[CH:28]=[CH:27][C:23]([C:24](Cl)=[O:25])=[CH:22][CH:21]=1.Cl>O1CCCC1.C(OCC)(=O)C.N1C=CC=CC=1>[F:19][C:20]1[CH:28]=[CH:27][C:23]([C:24]([CH:6]([C:5](=[O:4])[CH2:12][C:13]2[CH:14]=[CH:15][CH:16]=[CH:17][CH:18]=2)[C:7]([O:9][CH2:10][CH3:11])=[O:8])=[O:25])=[CH:22][CH:21]=1 |f:0.1.2|. Procedure: To a suspensin of magnesium chloride (1.46 g) in tetrahydrofuran (10 ml) was added a solution of ethyl 3-oxo-4-phenylbutanoate (2.0 g) in tetrahydrofuran (10 ml) and the mixture was cooled to 0° C., then pyridine (2.5 ml) was added. The mixture was stirred at 20° C. for 30 minutes, then a solution of 4-fluorobenzoyl chloride (2.44 g) in tetrahydrofuran (10 ml) was added at 0° C. After stirring at 20° C. for 2 hours, the mixure was partitoned between 0.5N hydrochloric acid and ethyl acetate. The ... Starting materials: Cc1ccc(-c2cc(CCCO)nc(S(C)(=O)=O)n2)cc1C, CCOC(C)=O, CS(C)=O, N#C[Na]. Yields the product Cc1ccc(-c2cc(CCCO)nc(C#N)n2)cc1C. As a reaction SMILES: [CH3:1][S:2](=[O:3])(=[O:4])[c:5]1[n:6][c:7](-[c:15]2[cH:16][c:17]([CH3:22])[c:18]([CH3:21])[cH:19][cH:20]2)[cH:8][c:9]([CH2:11][CH2:12][CH2:13][OH:14])[n:10]1.[CH3:26][CH2:27][O:28][C:29](=[O:30])[CH3:31].[CH3:32][S:33]([CH3:34])=[O:35].[Na:23][C:24]#[N:25]>>[c:5]1([C:24]#[N:25])[n:6][c:7](-[c:15]2[cH:16][c:17]([CH3:22])[c:18]([CH3:21])[cH:19][cH:20]2)[cH:8][c:9]([CH2:11][CH2:12][CH2:13][OH:14])[n:10]1. Reactants: COC1=CC(=C(C=O)C=C1C=1SC=CC1)OC1=NC(=CC=C1)C (4-Methoxy-2-(6-methyl-pyridin-2-yloxy)-5-thiophen-2-yl-benzaldehyde), C(C)(=O)C1=CC=C(C=C1)S(=O)(=O)N (4-acetylbenzenesulfonamide), C[O-].[Li+] (lithium methoxide). Solvent: O (water), CN(C=O)C.CO (dimethylformamide methanol). Conditions: time 3 hour. Yields the product COC1=CC(=C(C=C1C=1SC=CC1)/C=C/C(=O)C1=CC=C(C=C1)S(=O)(=O)N)OC1=NC(=CC=C1)C (4-{3E-[4-Methoxy-2-(6-methyl-pyridin-2-yloxy)-5-thiophen-2-yl-phenyl]-acryloyl}-benzenesulfonamide). Yield: 79.6%. As a reaction SMILES: [CH3:1][O:2][C:3]1[C:10]([C:11]2[S:12][CH:13]=[CH:14][CH:15]=2)=[CH:9][C:6]([CH:7]=O)=[C:5]([O:16][C:17]2[CH:22]=[CH:21][CH:20]=[C:19]([CH3:23])[N:18]=2)[CH:4]=1.[C:24]([C:27]1[CH:32]=[CH:31][C:30]([S:33]([NH2:36])(=[O:35])=[O:34])=[CH:29][CH:28]=1)(=[O:26])[CH3:25].C[O-].[Li+]>CN(C)C=O.CO.O>[CH3:1][O:2][C:3]1[C:10]([C:11]2[S:12][CH:13]=[CH:14][CH:15]=2)=[CH:9][C:6](/[CH:7]=[CH:25]/[C:24]([C:27]2[CH:28]=[CH:29][C:30]([S:33]([NH2:36])(=[O:35])=[O:34])=[CH:31][CH:32]=2)=[O:26])=[C:5]([O:16][C:17]2[CH:22]=[CH:21][CH:20]=[C:19]([CH3:23])[N:18]=2)[CH:4]=1 |f:2.3,4.5|. Reported procedure: 4-Methoxy-2-(6-methyl-pyridin-2-yloxy)-5-thiophen-2-yl-benzaldehyde (Ex-122A, 0.20 g, 0.62 mmol) and 4-acetylbenzenesulfonamide (Ex-26A, 0.12 g, 0.62 mmol) were dissolved in a dimethylformamide-methanol solution (4.2 mL, 7:3). After complete dissolution, lithium methoxide (0.093 g, 2.5 mmol) was added and the resulting orange slurry was stirred in the dark at room temperature for 3 h. Upon completion, as determined by HPLC, the mixture was diluted with water (10 mL) and extracted with ethyl acet... The reactants are BrC=1C(=NC=C(C(=O)NC2=CC=C(C=C2)OC(C(F)(F)F)(F)F)C1)N1C[C@@H](CC1)O ((R)-5-bromo-6-(3-hydroxypyrrolidin-1-yl)-N-(4-(perfluoroethoxy)phenyl)nicotinamide), O1C(CCCC1)N1N=CC=C1B1OC(C(O1)(C)C)(C)C (1-(tetrahydro-2H-pyran-2-yl)-5-(4,4,5,5-tetramethyl-1,3,2-dioxaborolan-2-yl)-1H-pyrazole). Yields the product O[C@H]1CN(CC1)C1=NC=C(C(=O)NC2=CC=C(C=C2)OC(C(F)(F)F)(F)F)C=C1C1=CC=NN1 ((R)-6-(3-Hydroxypyrrolidin-1-yl)-N-(4-(perfluoroethoxy)phenyl)-5-(1H-pyrazol-5-yl)nicotinamide). Reaction SMILES: Br[C:2]1[C:3]([N:25]2[CH2:29][CH2:28][C@@H:27]([OH:30])[CH2:26]2)=[N:4][CH:5]=[C:6]([CH:24]=1)[C:7]([NH:9][C:10]1[CH:15]=[CH:14][C:13]([O:16][C:17]([F:23])([F:22])[C:18]([F:21])([F:20])[F:19])=[CH:12][CH:11]=1)=[O:8].O1CCCCC1[N:37]1[C:41](B2OC(C)(C)C(C)(C)O2)=[CH:40][CH:39]=[N:38]1>>[OH:30][C@@H:27]1[CH2:28][CH2:29][N:25]([C:3]2[C:2]([C:39]3[NH:38][N:37]=[CH:41][CH:40]=3)=[CH:24][C:6]([C:7]([NH:9][C:10]3[CH:15]=[CH:14][C:13]([O:16][C:17]([F:23])([F:22])[C:18]([F:20])([F:19])[F:21])=[CH:12][CH:11]=3)=[O:8])=[CH:5][N:4]=2)[CH2:26]1. Procedure: The title compound was prepared in an analogous fashion to that described in Example 8 using (R)-5-bromo-6-(3-hydroxypyrrolidin-1-yl)-N-(4-(perfluoroethoxy)phenyl)nicotinamide (Stage 19.1) and 1-(tetrahydro-2H-pyran-2-yl)-5-(4,4,5,5-tetramethyl-1,3,2-dioxaborolan-2-yl)-1H-pyrazole to afford an off-white solid. HPLC (Condition 4) tR=4.86 min, UPLC-MS (Condition 3) tR=0.97 min, m/z=484.4 [M+H]+; 1H-NMR (400 MHz, DMSO-d6) δ ppm 1.62-1.92 (m, 2H) 2.94 (d, J=1.00 Hz, 1H) 3.18-3.34 (m, 2H) 3.37-3.51 (... The reactants are [Li]CCCC, CN(C)CCN(C)C, CCCCCC, CC(=O)O, C=Cn1ccnc1, O=C(c1ccc(Cl)cc1)c1ccc(Cl)cc1, C1CCOC1, O. Product: C=Cn1ccnc1C(O)(c1ccc(Cl)cc1)c1ccc(Cl)cc1. Reaction SMILES: [CH2:1]([Li:2])[CH2:3][CH2:4][CH3:5].[CH3:13][N:14]([CH2:15][CH2:16][N:17]([CH3:18])[CH3:19])[CH3:20].[CH3:37][CH2:38][CH2:39][CH2:40][CH2:41][CH3:42].[CH3:43][C:44](=[O:45])[OH:46].[CH:6](=[CH2:7])[n:8]1[cH:9][n:10][cH:11][cH:12]1.[Cl:21][c:22]1[cH:23][cH:24][c:25]([C:26](=[O:27])[c:28]2[cH:29][cH:30][c:31]([Cl:34])[cH:32][cH:33]2)[cH:35][cH:36]1.[O:48]1[CH2:49][CH2:50][CH2:51][CH2:52]1.[OH2:47]>>[CH:6](=[CH2:7])[n:8]1[c:9]([C:26]([c:25]2[cH:24][cH:23][c:22]([Cl:21])[cH:36][cH:35]2)([OH:27])[c:28]2[cH:29][cH:30][c:31]([Cl:34])[cH:32][cH:33]2)[n:10][cH:11][cH:12]1. Starting materials: CI, CCO, [K+], [OH-], O=c1[nH]c(=S)[nH]cc1Cc1cnc2ccccc2c1. Product: CSc1ncc(Cc2cnc3ccccc3c2)c(=O)[nH]1. As a reaction SMILES: [CH3:1][I:2].[CH3:24][CH2:25][OH:26].[K+:23].[OH-:22].[n:3]1[cH:4][c:5]([CH2:13][c:14]2[c:15](=[O:21])[nH:16][c:17](=[S:20])[nH:18][cH:19]2)[cH:6][c:7]2[cH:8][cH:9][cH:10][cH:11][c:12]12>>[CH3:1][S:20][c:17]1[nH:16][c:15](=[O:21])[c:14]([CH2:13][c:5]2[cH:4][n:3][c:12]3[c:7]([cH:6]2)[cH:8][cH:9][cH:10][cH:11]3)[cH:19][n:18]1.